From a dataset of the Open Reaction Database (ORD), a public repository of structured organic reaction records. describe an organic reaction: reactants, conditions, products, and yield The reagents and catalysts are [Fe] (Iron). Reaction SMILES: [CH2:1]([NH:5][C:6]1[C:11]([N+:12]([O-])=O)=[C:10]([SH:15])[N:9]=[C:8]([CH3:16])[C:7]=1[C:17]([O:19][CH2:20][CH3:21])=[O:18])[CH2:2][CH2:3]C.[C:22](O)(=O)C>[Fe]>[NH2:12][C:11]1[C:6]([NH:5][CH:1]([CH2:2][CH3:3])[CH3:22])=[C:7]([C:17]([O:19][CH2:20][CH3:21])=[O:18])[C:8]([CH3:16])=[N:9][C:10]=1[SH:15]. Starting materials: C(CCC)NC1=C(C(=NC(=C1[N+](=O)[O-])S)C)C(=O)OCC (butylamino-6-mercapto-2-methyl-5-nitropyridine-3-carboxylic acid, ethyl ester), C(C)(=O)O (acetic acid). Product: NC=1C(=C(C(=NC1S)C)C(=O)OCC)NC(C)CC (5-amino-4-sec.butylamino-6-mercapto-2-methylpyridine-3-carboxylic acid, ethyl ester). Procedure: 6.2 g. of 4-sec. butylamino-6-mercapto-2-methyl-5-nitropyridine-3-carboxylic acid, ethyl ester are dissolved in 50 ml. of acetic acid. Iron dust is added carefully at relufx temperature until the mixture is colorless. The excess iron is filtered off and the filtrate is evaporated to dryness. The oily residue is dissolved in 10 ml. of methanol and precipitated by the addition of aqueous ammonia to obtain 5-amino-4-sec.butylamino-6-mercapto-2-methylpyridine-3-carboxylic acid, ethyl ester, yield 3 ... The reactants are C#CCOc1cc2c(cc1Br)CCC2CCNC(=O)CC, Brc1ccccc1. Product: CCC(=O)NCCC1CCc2cc(Br)c3c(c21)C=CCO3. Reaction SMILES: [Br:1][c:2]1[cH:3][c:4]2[c:8]([cH:9][c:10]1[O:11][CH2:12][C:13]#[CH:14])[CH:7]([CH2:15][CH2:16][NH:17][C:18]([CH2:19][CH3:20])=[O:21])[CH2:6][CH2:5]2.[Br:22][c:23]1[cH:24][cH:25][cH:26][cH:27][cH:28]1>>[Br:1][c:2]1[cH:3][c:4]2[c:8]([c:9]3[c:10]1[O:11][CH2:12][CH:13]=[CH:14]3)[CH:7]([CH2:15][CH2:16][NH:17][C:18]([CH2:19][CH3:20])=[O:21])[CH2:6][CH2:5]2. The reactants are C1CCOC1, [Li]CCCC, CCOC(=O)COC(C)C, CC(C)NC(C)C, Cc1cc(C=O)cc(C)c1OCCc1nc(C2CCCCC2)oc1C. The product is CCOC(=O)C(OC(C)C)C(O)c1cc(C)c(OCCc2nc(C3CCCCC3)oc2C)c(C)c1. As a reaction SMILES: [CH2:48]1[O:49][CH2:50][CH2:51][CH2:52]1.[CH3:8][CH2:9][CH2:10][CH2:11][Li:12].[CH:13]([CH3:14])([CH3:15])[O:16][CH2:17][C:18](=[O:19])[O:20][CH2:21][CH3:22].[CH:1]([NH:2][CH:3]([CH3:4])[CH3:5])([CH3:6])[CH3:7].[CH:23]1([c:29]2[o:30][c:31]([CH3:47])[c:32]([CH2:34][CH2:35][O:36][c:37]3[c:38]([CH3:46])[cH:39][c:40]([CH:41]=[O:42])[cH:43][c:44]3[CH3:45])[n:33]2)[CH2:24][CH2:25][CH2:26][CH2:27][CH2:28]1>>[CH:13]([CH3:14])([CH3:15])[O:16][CH:17]([C:18](=[O:19])[O:20][CH2:21][CH3:22])[CH:41]([c:40]1[cH:39][c:38]([CH3:46])[c:37]([O:36][CH2:35][CH2:34][c:32]2[c:31]([CH3:47])[o:30][c:29]([CH:23]3[CH2:24][CH2:25][CH2:26][CH2:27][CH2:28]3)[n:33]2)[c:44]([CH3:45])[cH:43]1)[OH:42]. Starting materials: O=C([O-])[O-], CC1=CCN(C(C(=O)O)C(C)C)CC1, CN(C)C=O, [K+], [K+], BrCc1cccc(Oc2ccccc2)n1. Product: CC1=CCN(C(C(=O)OCc2cccc(Oc3ccccc3)n2)C(C)C)CC1. Reaction SMILES: [C:30](=[O:31])([O-:32])[O-:33].[CH3:1][C:2]1=[CH:3][CH2:4][N:5]([CH:8]([C:9](=[O:10])[OH:11])[CH:12]([CH3:13])[CH3:14])[CH2:6][CH2:7]1.[CH3:36][N:37]([CH3:38])[CH:39]=[O:40].[K+:34].[K+:35].[O:15]([c:16]1[cH:17][cH:18][cH:19][cH:20][cH:21]1)[c:22]1[cH:23][cH:24][cH:25][c:26]([CH2:28][Br:29])[n:27]1>>[CH3:1][C:2]1=[CH:3][CH2:4][N:5]([CH:8]([C:9](=[O:10])[O:11][CH2:28][c:26]2[cH:25][cH:24][cH:23][c:22]([O:15][c:16]3[cH:17][cH:18][cH:19][cH:20][cH:21]3)[n:27]2)[CH:12]([CH3:13])[CH3:14])[CH2:6][CH2:7]1. Starting materials: C[S-], CN(C)C=O, O=Cc1cnn2c(NC3CC3)cc(Cl)nc12, [Na+], O. Yields the product CSc1cc(NC2CC2)n2ncc(C=O)c2n1. As a reaction SMILES: [CH3:17][S-:18].[CH3:21][N:22]([CH3:23])[CH:24]=[O:25].[Cl:1][c:2]1[n:3][c:4]2[n:5]([c:6]([NH:8][CH:9]3[CH2:10][CH2:11]3)[cH:7]1)[n:12][cH:13][c:14]2[CH:15]=[O:16].[Na+:19].[OH2:20]>>[c:2]1([S:18][CH3:17])[n:3][c:4]2[n:5]([c:6]([NH:8][CH:9]3[CH2:10][CH2:11]3)[cH:7]1)[n:12][cH:13][c:14]2[CH:15]=[O:16]. Starting materials: C(=O)(OCC)C1=CC=C(C=CC(=O)O)C=C1 (4-carbethoxycinnamic acid). Reagents/catalysts: [Rh] (Rh/C). The solvent is CCO (EtOH). Yields the product C(C)OC(=O)C1=CC=C(C=C1)CCC(=O)O (4-Ethoxycarbonylbenzenepropanoic acid). Yield: 45.1%. Reaction SMILES: [C:1]([C:6]1[CH:16]=[CH:15][C:9]([CH:10]=[CH:11][C:12]([OH:14])=[O:13])=[CH:8][CH:7]=1)([O:3][CH2:4][CH3:5])=[O:2]>CCO.[Rh]>[CH2:4]([O:3][C:1]([C:6]1[CH:16]=[CH:15][C:9]([CH2:10][CH2:11][C:12]([OH:14])=[O:13])=[CH:8][CH:7]=1)=[O:2])[CH3:5]. Procedure: A solution of 4-carbethoxycinnamic acid (4.9 g) in EtOH (120 ml) was hydrogenated over 5% Rh/C (485 mg) at atmospheric pressure for 21 hr. The solution filtered and stripped. The residue was crystallized from cyclohexane to afford 2.23 g (46%) of the title compound as white crystals; mp 108.5°-110.5°. Starting materials: CC(C)(C)OC(=O)N1CCOC(COc2ccccc2CCCCc2ccccc2)C1, Cl, C1COCCO1. Product: Cl, c1ccc(CCCCc2ccccc2OCC2CNCCO2)cc1. As a reaction SMILES: [C:1]([O:2][C:3](=[O:4])[N:8]1[CH2:9][CH:10]([CH2:14][O:15][c:16]2[c:17]([CH2:22][CH2:23][CH2:24][CH2:25][c:26]3[cH:27][cH:28][cH:29][cH:30][cH:31]3)[cH:18][cH:19][cH:20][cH:21]2)[O:11][CH2:12][CH2:13]1)([CH3:5])([CH3:6])[CH3:7].[ClH:32].[O:33]1[CH2:34][CH2:35][O:36][CH2:37][CH2:38]1>>[ClH:32].[NH:8]1[CH2:9][CH:10]([CH2:14][O:15][c:16]2[c:17]([CH2:22][CH2:23][CH2:24][CH2:25][c:26]3[cH:27][cH:28][cH:29][cH:30][cH:31]3)[cH:18][cH:19][cH:20][cH:21]2)[O:11][CH2:12][CH2:13]1.